Dataset: the Open Reaction Database (ORD), a public repository of structured organic reaction records. Task: describe an organic reaction: reactants, conditions, products, and yield Reactants: O=C([O-])O, CCOC(C)=O, CCO, Cl, Cc1c(Nc2ccc(I)cc2F)c([N+](=O)[O-])c2n(c1=O)CCO2, O, Cl[Sn]Cl. Product: Cc1c(Nc2ccc(I)cc2F)c(N)c2n(c1=O)CCO2. As a reaction SMILES: [C:29](=[O:30])([OH:31])[O-:32].[CH2:36]([O:37][C:38](=[O:39])[CH3:40])[CH3:41].[CH3:33][CH2:34][OH:35].[ClH:1].[F:6][c:7]1[c:8]([NH:14][c:15]2[c:16]([N+:26]([O-:27])=[O:28])[c:17]3[n:18]([c:19](=[O:22])[c:20]2[CH3:21])[CH2:23][CH2:24][O:25]3)[cH:9][cH:10][c:11]([I:13])[cH:12]1.[OH2:5].[Sn:2]([Cl:3])[Cl:4]>>[F:6][c:7]1[c:8]([NH:14][c:15]2[c:16]([NH2:26])[c:17]3[n:18]([c:19](=[O:22])[c:20]2[CH3:21])[CH2:23][CH2:24][O:25]3)[cH:9][cH:10][c:11]([I:13])[cH:12]1. The reactants are [OH-].[Na+] (sodium hydroxide), [OH-].[K+] (potassium hydroxide), CC1=C(C(=O)C2=CC=C(O2)C(=O)OC)C=CC=C1 (methyl 5-(2-methylbenzoyl)-2-furoate). Run in O (water), CO (methanol), CO (methanol). Conditions: time 1 hour. The product is CC1=C(C(=O)C2=CC=C(O2)C(=O)O)C=CC=C1 (5-(2-methylbenzoyl)-2-furoic acid). Yield: 96.9%. As a reaction SMILES: [OH-].[K+].[CH3:3][C:4]1[CH:20]=[CH:19][CH:18]=[CH:17][C:5]=1[C:6]([C:8]1[O:12][C:11]([C:13]([O:15]C)=[O:14])=[CH:10][CH:9]=1)=[O:7].[OH-].[Na+]>O.CO>[CH3:3][C:4]1[CH:20]=[CH:19][CH:18]=[CH:17][C:5]=1[C:6]([C:8]1[O:12][C:11]([C:13]([OH:15])=[O:14])=[CH:10][CH:9]=1)=[O:7] |f:0.1,3.4|. Procedure details: A warm solution of potassium hydroxide (28 g.) in water (60 ml.) and methanol (120 ml.) was added to a warm solution of methyl 5-(2-methylbenzoyl)-2-furoate [prepared as described in (c) above; 110 g.] in methanol (550 ml.) and the mixture was allowed to stand at ambient temperature for 1 hour. The solution was then basified by the addition of 2N aqueous sodium hydroxide solution (50 ml.) and allowed to stand at ambient temperature overnight. The alkaline solution thus obtained was evaporated to... Reactants: FC(C=1C=C(CN2C(C3=C(OCCC2)N=CC=C3I)=O)C=C(C1)C(F)(F)F)(F)F (5-[3,5-bis(trifluoromethyl)benzyl]-7-iodo-6-oxo-2,3,4,5-tetrahydro-6H-pyrido[2,3-b][1,5]oxazocine), FC1=C(C=CC=C1)B(O)O (2-fluorophenylboronic acid). Yields the product FC(C=1C=C(CN2C(C3=C(OCCC2)N=CC=C3C3=C(C=CC=C3)F)=O)C=C(C1)C(F)(F)F)(F)F (5-[3,5-bis(trifluoromethyl)benzyl]-7-(2-fluorophenyl)-6-oxo-2,3,4,5-tetrahydro-6H-pyrido[2,3-b][1,5]oxazocine). Yield: 77.3%. RXN SMILES: [F:1][C:2]([F:29])([F:28])[C:3]1[CH:4]=[C:5]([CH:21]=[C:22]([C:24]([F:27])([F:26])[F:25])[CH:23]=1)[CH2:6][N:7]1[CH2:14][CH2:13][CH2:12][O:11][C:10]2[N:15]=[CH:16][CH:17]=[C:18](I)[C:9]=2[C:8]1=[O:20].[F:30][C:31]1[CH:36]=[CH:35][CH:34]=[CH:33][C:32]=1B(O)O>>[F:1][C:2]([F:29])([F:28])[C:3]1[CH:4]=[C:5]([CH:21]=[C:22]([C:24]([F:27])([F:26])[F:25])[CH:23]=1)[CH2:6][N:7]1[CH2:14][CH2:13][CH2:12][O:11][C:10]2[N:15]=[CH:16][CH:17]=[C:18]([C:32]3[CH:33]=[CH:34][CH:35]=[CH:36][C:31]=3[F:30])[C:9]=2[C:8]1=[O:20]. Procedure details: In a similar manner to Reference Example 4, 5-[3,5-bis(trifluoromethyl)benzyl]-7-iodo-6-oxo-2,3,4,5-tetrahydro-6H-pyrido[2,3-b][1,5]oxazocine (300 mg) was reacted with 2-fluorophenylboronic acid (143 mg) to obtain 5-[3,5-bis(trifluoromethyl)benzyl]-7-(2-fluorophenyl)-6-oxo-2,3,4,5-tetrahydro-6H-pyrido[2,3-b][1,5]oxazocine (218 mg, 77%). Starting materials: NC=1C=C2C=3CC(CCC3NC2=CC1)N(C)C (6-amino-3-(dimethyl)amino-1,2,3,4-tetrahydro-9H-carbazole), C1(=CC=CC2=CC=CC=C12)C(=O)Cl (1-naphthoyl chloride). Yields the product C1(=CC=CC2=CC=CC=C12)C(=O)NC=1C=C2C=3CC(CCC3NC2=CC1)N(C)C (6-(1-naphthoyl)amino-3-(dimethyl)amino-1,2,3,4-tetrahydro-9H-carbazole). The yield is 78.2%. RXN SMILES: [NH2:1][C:2]1[CH:3]=[C:4]2[C:12](=[CH:13][CH:14]=1)[NH:11][C:10]1[CH2:9][CH2:8][CH:7]([N:15]([CH3:17])[CH3:16])[CH2:6][C:5]2=1.[C:18]1([C:28](Cl)=[O:29])[C:27]2[C:22](=[CH:23][CH:24]=[CH:25][CH:26]=2)[CH:21]=[CH:20][CH:19]=1>>[C:18]1([C:28]([NH:1][C:2]2[CH:3]=[C:4]3[C:12](=[CH:13][CH:14]=2)[NH:11][C:10]2[CH2:9][CH2:8][CH:7]([N:15]([CH3:17])[CH3:16])[CH2:6][C:5]3=2)=[O:29])[C:27]2[C:22](=[CH:23][CH:24]=[CH:25][CH:26]=2)[CH:21]=[CH:20][CH:19]=1. Reported procedure: Beginning with 10.4 mg (0.046 mMol) 6-amino-3-(dimethyl)amino-1,2,3,4-tetrahydro-9H-carbazole and 10.2 μL (0.051 mMol) 1-naphthoyl chloride, 13.8 mg (78%) of the title compound were recovered as a dark brown solid. Starting materials: BrC1=CC=C(C=C1)C (4-bromotoluene), C1(=CCCCC1)CCN (2-(1-cyclohexenyl)ethylamine). The product is CC1=CC=C(NCCC2=CCCCC2)C=C1 (4-Methyl-N-(2-(1-cyclohexenyl)ethyl)aniline). The yield is 95.2%. As a reaction SMILES: Br[C:2]1[CH:7]=[CH:6][C:5]([CH3:8])=[CH:4][CH:3]=1.[C:9]1([CH2:15][CH2:16][NH2:17])[CH2:14][CH2:13][CH2:12][CH2:11][CH:10]=1>>[CH3:8][C:5]1[CH:6]=[CH:7][C:2]([NH:17][CH2:16][CH2:15][C:9]2[CH2:14][CH2:13][CH2:12][CH2:11][CH:10]=2)=[CH:3][CH:4]=1. Reported procedure: Using the general procedure, 4-bromotoluene (172 mg, 1.0 mmol) was coupled with 2-(1-cyclohexenyl)ethylamine (209 μL, 1.5 mmol). Purification of the crude product by column chromatography on silica gel using hexane/ethyl acetate (20:1) as eluent afforded the desired product as a colorless oil (205 mg, 95% yield). Rf=0.6 (hexane/ethyl acetate=10:1).